Dataset: the Open Reaction Database (ORD), a public repository of structured organic reaction records. Task: describe an organic reaction: reactants, conditions, products, and yield Reactants: CC(=O)OC(C)=O, Cc1ccc([N+](=O)[O-])c2c1CCCC2=O, CC(=O)O, [H][H]. The product is CC(=O)Nc1ccc(C)c2c1C(=O)CCC2. As a reaction SMILES: [CH3:16][C:17](=[O:18])[O:19][C:20](=[O:21])[CH3:22].[CH3:1][c:2]1[c:3]2[c:8]([c:9]([N+:12]([O-:13])=[O:14])[cH:10][cH:11]1)[C:7](=[O:15])[CH2:6][CH2:5][CH2:4]2.[CH3:25][C:26](=[O:27])[OH:28].[H:23][H:24]>>[CH3:1][c:2]1[c:3]2[c:8]([c:9]([NH:12][C:17]([CH3:16])=[O:18])[cH:10][cH:11]1)[C:7](=[O:15])[CH2:6][CH2:5][CH2:4]2. Reactants: FC1=C(C=C(C(=C1)[N+](=O)[O-])F)O (2,5-difluoro-4-nitro-phenol), C([O-])([O-])=O.[K+].[K+] (potassium carbonate), ICCC (1-iodopropane). The solvent is C(C)#N (acetonitrile). Conditions: temperature 60 celsius, time 15 hour. Yields the product FC1=C(C=C(C(=C1)OCCC)F)[N+](=O)[O-] (1,4-difluoro-2-nitro-5-propoxy-benzene). Yield: 46.9%. RXN SMILES: [F:1][C:2]1[CH:7]=[C:6]([N+:8]([O-:10])=[O:9])[C:5]([F:11])=[CH:4][C:3]=1[OH:12].C(=O)([O-])[O-].[K+].[K+].I[CH2:20][CH2:21][CH3:22]>C(#N)C>[F:11][C:5]1[CH:4]=[C:3]([O:12][CH2:20][CH2:21][CH3:22])[C:2]([F:1])=[CH:7][C:6]=1[N+:8]([O-:10])=[O:9] |f:1.2.3|. Procedure details: To a solution of 2,5-difluoro-4-nitro-phenol (1.71 g, 9.77 mmol) in acetonitrile (20 mL), potassium carbonate (2.7 g, 19.5 mmol) and 1-iodopropane (1.14 mL, 11.7 mmol) were added. After stirring at 60° C. for 15 hours, mixture was concentrated and extracted with methylene chloride and 2M NaOH solution. Organic phases were dried over magnesium sulfate, filtered, and concentrated to give 1,4-difluoro-2-nitro-5-propoxy-benzene as a yellow solid (0.995 g, 47%). 1HNMR (CDCl3, 400 MHz) δ 7.92-7.88 (m,... Yield: 54.7%. The reactants are CC(C)(C)[O-].[Na+] (NaOtBu), C(C(C)C)N1P2N(CCN(CC1)CCN2CC(C)C)CC(C)C (2,8,9-triisobutyl-2,5,8,9-tetraaza-1-phosphabicyclo[3.3.3]undecane), ClC1=NC=C(C=C1)CC (2-chloro-5-ethylpyridine), FC1=C(C=CC(=C1)S(=O)(=O)C)N[C@@H]1C(N(CC1)C1CCNCC1)=O ((S)-3-(2-fluoro-4-(methylsulfonyl)phenylamino)-1-(piperidin-4-yl)pyrrolidin-2-one). As a reaction SMILES: CC([O-])(C)C.[Na+].C(N1CCN2CCN(CC(C)C)P1N(CC(C)C)CC2)C(C)C.Cl[C:31]1[CH:36]=[CH:35][C:34]([CH2:37][CH3:38])=[CH:33][N:32]=1.[F:39][C:40]1[CH:45]=[C:44]([S:46]([CH3:49])(=[O:48])=[O:47])[CH:43]=[CH:42][C:41]=1[NH:50][C@H:51]1[CH2:55][CH2:54][N:53]([CH:56]2[CH2:61][CH2:60][NH:59][CH2:58][CH2:57]2)[C:52]1=[O:62]>CCOC(C)=O.C1C=CC(/C=C/C(/C=C/C2C=CC=CC=2)=O)=CC=1.C1C=CC(/C=C/C(/C=C/C2C=CC=CC=2)=O)=CC=1.C1C=CC(/C=C/C(/C=C/C2C=CC=CC=2)=O)=CC=1.[Pd].[Pd].C1(C)C=CC=CC=1>[CH2:37]([C:34]1[CH:35]=[CH:36][C:31]([N:59]2[CH2:58][CH2:57][CH:56]([N:53]3[CH2:54][CH2:55][CH:51]([NH:50][C:41]4[CH:42]=[CH:43][C:44]([S:46]([CH3:49])(=[O:47])=[O:48])=[CH:45][C:40]=4[F:39])[C:52]3=[O:62])[CH2:61][CH2:60]2)=[N:32][CH:33]=1)[CH3:38] |f:0.1,6.7.8.9.10|. Yields the product C(C)C=1C=CC(=NC1)N1CCC(CC1)N1C(C(CC1)NC1=C(C=C(C=C1)S(=O)(=O)C)F)=O (1-(1-(5-ethylpyridin-2-yl)piperidin-4-yl)-3-(2-fluoro-4-(methylsulfonyl)phenylamino)pyrrolidin-2-one). The reagents and catalysts are C=1C=CC(=CC1)/C=C/C(=O)/C=C/C2=CC=CC=C2.C=1C=CC(=CC1)/C=C/C(=O)/C=C/C2=CC=CC=C2.C=1C=CC(=CC1)/C=C/C(=O)/C=C/C2=CC=CC=C2.[Pd].[Pd] (Pd2 dba3). Reaction conditions: temperature 100 celsius. Run in CCOC(=O)C (EtOAc), C1(=CC=CC=C1)C (Toluene). Reported procedure: To a nitrogen purged vessel was added Pd2 dba3 (0.0386 g, 0.0422 mmol), NaOtBu (0.169 g, 1.76 mmol), 2,8,9-triisobutyl-2,5,8,9-tetraaza-1-phosphabicyclo[3.3.3]undecane (0.0600 mL, 0.169 mmol), 2-chloro-5-ethylpyridine (0.100 g, 0.703 mmol) and (S)-3-(2-fluoro-4-(methylsulfonyl)phenylamino)-1-(piperidin-4-yl)pyrrolidin-2-one (Preparation E; 0.300 g, 0.844 mmol). Toluene (4 mL, purged with nitrogen) was added and the reaction was heated at 100° C. overnight. The mixture was cooled to ambient tempe... RXN SMILES: [CH3:1][N:2]1[C:6]([N+:7]([O-:9])=[O:8])=[CH:5][C:4]([C:10]([O-:12])=O)=[N:3]1.[NH2:13][NH2:14]>CO>[CH3:1][N:2]1[C:6]([N+:7]([O-:9])=[O:8])=[CH:5][C:4]([C:10]([NH:13][NH2:14])=[O:12])=[N:3]1. The solvent is CO (MeOH). Procedure details: To a solution of 1-methyl-5-nitro-1H-pyrazole-3-carboxylate (3.81 g, 20.6 mmol, Princeton) in MeOH (20 mL) at was added hydrazine (2.0 mL, 35% in water, 41.2 mmol) The reaction mixture was heated to about 60° C. for about 2 h. The reaction was cooled to ambient temperature and concentrated under reduced to afford 1-methyl-5-nitro-1H-pyrazole-3-carbohydrazide (3.81 g, 20.6 mmol, 100%, which was used without further purification). LC-MS (Table 1, Method g) Rt=0.90 min, m/z 186 (M+H)+. Isolated yield 100.0%. The product is CN1N=C(C=C1[N+](=O)[O-])C(=O)NN (1-methyl-5-nitro-1H-pyrazole-3-carbohydrazide). Reactants: CN1N=C(C=C1[N+](=O)[O-])C(=O)[O-] (1-methyl-5-nitro-1H-pyrazole-3-carboxylate), NN (hydrazine). Conditions: temperature 60 celsius.